This data is from the Open Reaction Database (ORD), a public repository of structured organic reaction records. The task is: describe an organic reaction: reactants, conditions, products, and yield Starting materials: C([O-])([O-])=O.[K+].[K+] (Potassium carbonate), OC=1C=C(C=CC1)C(C(C)=O)(C)C (3-(3-hydroxy-phenyl)-3-methyl-butan-2-one), C(C)(C)NC(C)C (diisopropylamine), C(C)I (ethyl iodide). The solvent is C(C)O (ethanol). Yields the product C(C)OC=1C=C(C=CC1)C(C(C)=O)(C)C (3-(3-ethoxy-phenyl)-3-methyl-butan-2-one). Reaction SMILES: [OH:1][C:2]1[CH:3]=[C:4]([C:8]([CH3:13])([CH3:12])[C:9](=[O:11])[CH3:10])[CH:5]=[CH:6][CH:7]=1.[CH:14](NC(C)C)(C)[CH3:15].C(I)C.C(=O)([O-])[O-].[K+].[K+]>C(O)C>[CH2:14]([O:1][C:2]1[CH:3]=[C:4]([C:8]([CH3:13])([CH3:12])[C:9](=[O:11])[CH3:10])[CH:5]=[CH:6][CH:7]=1)[CH3:15] |f:3.4.5|. Procedure: The mixture of 3-(3-hydroxy-phenyl)-3-methyl-butan-2-one (3.4 g, 19.08 mmol), diisopropylamine (16.7 mL, 95.4 mmoL) and ethyl iodide (6.2 mL, 76.32 mmol) in 60 mL of ethanol was heated at refluxed overnight. Thin layer chromatography still showed starting material. Potassium carbonate (9 g) was added, and the mixture was heated at reflux for 12 h. It was concentrated in vacuo, and the residue was taken in ethyl acetate. After being washed with water and brine, the organic layer was dried over an... Reactants: C1CCOC1, O=C(Cl)C=Cc1ccc(C(F)(F)F)cc1, O=C1NC(c2ccccc2)CO1. Yields the product O=C(C=Cc1ccc(C(F)(F)F)cc1)N1C(=O)OCC1c1ccccc1. Reaction SMILES: [CH2:28]1[O:29][CH2:30][CH2:31][CH2:32]1.[F:13][C:14]([c:15]1[cH:16][cH:17][c:18]([CH:21]=[CH:22][C:23](=[O:24])[Cl:25])[cH:19][cH:20]1)([F:26])[F:27].[c:1]1([CH:7]2[NH:8][C:9](=[O:12])[O:10][CH2:11]2)[cH:2][cH:3][cH:4][cH:5][cH:6]1>>[c:1]1([CH:7]2[N:8]([C:23]([CH:22]=[CH:21][c:18]3[cH:17][cH:16][c:15]([C:14]([F:13])([F:26])[F:27])[cH:20][cH:19]3)=[O:24])[C:9](=[O:12])[O:10][CH2:11]2)[cH:2][cH:3][cH:4][cH:5][cH:6]1. Reactants: OCCCBr, Cc1ccccc1, [Na+], [OH-], N#Cc1ccc(O)cc1. Yields the product N#Cc1ccc(OCCCO)cc1. As a reaction SMILES: [Br:10][CH2:11][CH2:12][CH2:13][OH:14].[CH3:17][c:18]1[cH:19][cH:20][cH:21][cH:22][cH:23]1.[Na+:16].[OH-:15].[OH:1][c:2]1[cH:3][cH:4][c:5]([C:8]#[N:9])[cH:6][cH:7]1>>[O:1]([c:2]1[cH:3][cH:4][c:5]([C:8]#[N:9])[cH:6][cH:7]1)[CH2:11][CH2:12][CH2:13][OH:14]. The reactants are Nc1cc(Br)c2cc(Cl)ccc2n1, CC(=O)O[BH-](OC(C)=O)OC(C)=O, COc1ccccc1C=O, CC(=O)O, ClCCCl, [Na+]. Product: COc1ccccc1CNc1cc(Br)c2cc(Cl)ccc2n1. Reaction SMILES: [Br:1][c:2]1[cH:3][c:4]([NH2:13])[n:5][c:6]2[cH:7][cH:8][c:9]([Cl:12])[cH:10][c:11]12.[C:28]([O:29][BH-:30]([O:31][C:32](=[O:33])[CH3:34])[O:35][C:36](=[O:37])[CH3:38])(=[O:39])[CH3:40].[CH3:14][O:15][c:16]1[c:17]([CH:18]=[O:19])[cH:20][cH:21][cH:22][cH:23]1.[CH3:24][C:25](=[O:26])[OH:27].[Cl:42][CH2:43][CH2:44][Cl:45].[Na+:41]>>[Br:1][c:2]1[cH:3][c:4]([NH:13][CH2:18][c:17]2[c:16]([O:15][CH3:14])[cH:23][cH:22][cH:21][cH:20]2)[n:5][c:6]2[cH:7][cH:8][c:9]([Cl:12])[cH:10][c:11]12. Starting materials: Cl.Cl.NC1=NC=NC=C1N (4,5-diamino-pyrimidine dihydrochloride), COC1=C(C(=O)Cl)C=CC(=C1)SC (2-methoxy-4-methylmercapto-benzoylchloride), P(=O)(Cl)(Cl)Cl (phosphorus oxychloride). Run in C(C)O (ethanol). The product is COC1=C(C=CC(=C1)SC)C1=NC2=NC=NC=C2N1 (8-(2-Methoxy-4-methylmercapto-phenyl)-purine). RXN SMILES: Cl.Cl.[NH2:3][C:4]1[C:9]([NH2:10])=[CH:8][N:7]=[CH:6][N:5]=1.[CH3:11][O:12][C:13]1[CH:21]=[C:20]([S:22][CH3:23])[CH:19]=[CH:18][C:14]=1[C:15](Cl)=O.P(Cl)(Cl)(Cl)=O>C(O)C>[CH3:11][O:12][C:13]1[CH:21]=[C:20]([S:22][CH3:23])[CH:19]=[CH:18][C:14]=1[C:15]1[NH:10][C:9]2[C:4](=[N:5][CH:6]=[N:7][CH:8]=2)[N:3]=1 |f:0.1.2|. Reported procedure: A mixture of 4.1 g of 4,5-diamino-pyrimidine dihydrochloride, 7.1 g of 2-methoxy-4-methylmercapto-benzoylchloride, and 50 ml of phosphorus oxychloride was refluxed for three hours. The reaction mixture was evaporated until one-half of the original volume remained, and then the remaining mixture was poured into water. The precipitate that formed was dissolved in boiling ethanol, precipitated by addition of ether, and purified by chromatography on silicagel (eluate: methylene chloride/ethanol in a... Reactants: Cl.FC1=CC=C(C(=O)C2CCNCC2)C=C1 (4-(4-fluorobenzoyl)piperidine hydrochloride), C1(=CC=CC=C1)S(=O)(=O)Cl (benzenesulfonyl chloride). Run in N1=CC=CC=C1 (pyridine). Conditions: time 8 hour. Yields the product FC1=CC=C(C=C1)C(=O)C1CCN(CC1)S(=O)(=O)C1=CC=CC=C1 ((4-Fluorophenyl)[1-(phenylsulfonyl)-4-piperidinyl]methanone). As a reaction SMILES: Cl.[F:2][C:3]1[CH:16]=[CH:15][C:6]([C:7]([CH:9]2[CH2:14][CH2:13][NH:12][CH2:11][CH2:10]2)=[O:8])=[CH:5][CH:4]=1.[C:17]1([S:23](Cl)(=[O:25])=[O:24])[CH:22]=[CH:21][CH:20]=[CH:19][CH:18]=1>N1C=CC=CC=1>[F:2][C:3]1[CH:4]=[CH:5][C:6]([C:7]([CH:9]2[CH2:14][CH2:13][N:12]([S:23]([C:17]3[CH:22]=[CH:21][CH:20]=[CH:19][CH:18]=3)(=[O:25])=[O:24])[CH2:11][CH2:10]2)=[O:8])=[CH:15][CH:16]=1 |f:0.1|. Procedure: A mixture of 4-(4-fluorobenzoyl)piperidine hydrochloride (53.3, 0.219 mole and benzenesulfonyl chloride (44 g, 0.25 mole) in 500 ml of pyridine was stirred at room temperature overnight. The solvent was removed in vacuo, and the residue was partitioned between methylene chloride and dilute sodium hydroxide. The methylene chloride solution was extracted with dilute sulfuric acid and then was dried over magnesium sulfate. The volume was reduced to 400 ml, hexane was added and 39.2 g (50.6%) of the... The reactants are O (water), C(C)(C)N(C(C)C)CC (N,N-Diisopropylethylamine), ClC1=CC=C(CNC(=O)C=2C(C3=C(N(C2)C)OC(=C3)CCl)=O)C=C1 (N-(4-chlorobenzyl)-2-(chloromethyl)-7-methyl-4-oxo-4,7-dihydrofuro[2,3-b]pyridine-5-carboxamide), OC(CNC)C1=CC=C(S1)C#N (rac-5-(1-hydroxy-2-(methylamino)ethyl)thiophene-2-carbonitrile). Solvent: CN(C)C=O (DMF). Conditions: temperature 90 celsius. Yields the product ClC1=CC=C(CNC(=O)C=2C(C3=C(N(C2)C)OC(=C3)CN(C)CC(O)C=3SC(=CC3)C#N)=O)C=C1 (N-(4-Chlorobenzyl)-2-(((2-(5-cyanothien-2-yl)-2-hydroxyethyl)(methyl)amino)methyl)-7-methyl-4-oxo-4,7-dihydrofuro[2,3-b]-pyridine-5-carboxamide). Yield: 31.7%. As a reaction SMILES: C(N(CC)C(C)C)(C)C.[Cl:10][C:11]1[CH:33]=[CH:32][C:14]([CH2:15][NH:16][C:17]([C:19]2[C:20](=[O:31])[C:21]3[CH:28]=[C:27]([CH2:29]Cl)[O:26][C:22]=3[N:23]([CH3:25])[CH:24]=2)=[O:18])=[CH:13][CH:12]=1.[OH:34][CH:35]([C:39]1[S:43][C:42]([C:44]#[N:45])=[CH:41][CH:40]=1)[CH2:36][NH:37][CH3:38].O>CN(C=O)C>[Cl:10][C:11]1[CH:33]=[CH:32][C:14]([CH2:15][NH:16][C:17]([C:19]2[C:20](=[O:31])[C:21]3[CH:28]=[C:27]([CH2:29][N:37]([CH2:36][CH:35]([C:39]4[S:43][C:42]([C:44]#[N:45])=[CH:41][CH:40]=4)[OH:34])[CH3:38])[O:26][C:22]=3[N:23]([CH3:25])[CH:24]=2)=[O:18])=[CH:13][CH:12]=1. Procedure: N,N-Diisopropylethylamine (0.18 mL) and N-(4-chlorobenzyl)-2-(chloromethyl)-7-methyl-4-oxo-4,7-dihydrofuro[2,3-b]pyridine-5-carboxamide (Example 2, 0.250 g) were added to a solution of rac-5-(1-hydroxy-2-(methylamino)ethyl)thiophene-2-carbonitrile (Preparation 51, 0.188 g) in DMF (15 mL). The reaction mixture was heated to 90° C. for 2 h. The mixture was allowed to cool to room temperature and was poured into water (30 mL). The suspension was filtered and the resulting solid was purified by colu... The reactants are ClC1=NC2=C(N1C1CCN(CC1)C1(CCCCCC1)C1=CC=CC=C1)C=CC=C2 (2-chloro-1-[1-(1-phenylcycloheptyl)-4-piperidinyl]-1H-benzimidazole), C(C)(C)(C)OC(=O)N1C2CNCC1CC2 (8-t-butoxycarbonyl-3,8-diazabicyclo[3.2.1]octane). Run in CO (methanol). Run at temperature 120 celsius, time 4 day. The product is C1(=CC=CC=C1)C1(CCCCCC1)N1CCC(CC1)N1C(=NC2=C1C=CC=C2)N2CC1CCC(C2)N1C(=O)OC(C)(C)C (t-Butyl 3-{1-[1-(1-Phenylcycloheptyl)-4-piperidinyl]-1H-benzimidazol-2-yl}-3,8-diazabicyclo[3.2.1]octane-8-carboxylate). The yield is 73.9%. Reaction SMILES: Cl[C:2]1[N:6]([CH:7]2[CH2:12][CH2:11][N:10]([C:13]3([C:20]4[CH:25]=[CH:24][CH:23]=[CH:22][CH:21]=4)[CH2:19][CH2:18][CH2:17][CH2:16][CH2:15][CH2:14]3)[CH2:9][CH2:8]2)[C:5]2[CH:26]=[CH:27][CH:28]=[CH:29][C:4]=2[N:3]=1.[C:30]([O:34][C:35]([N:37]1[CH:42]2[CH2:43][CH2:44][CH:38]1[CH2:39][NH:40][CH2:41]2)=[O:36])([CH3:33])([CH3:32])[CH3:31]>CO>[C:20]1([C:13]2([N:10]3[CH2:11][CH2:12][CH:7]([N:6]4[C:5]5[CH:26]=[CH:27][CH:28]=[CH:29][C:4]=5[N:3]=[C:2]4[N:40]4[CH2:41][CH:42]5[N:37]([C:35]([O:34][C:30]([CH3:33])([CH3:32])[CH3:31])=[O:36])[CH:38]([CH2:44][CH2:43]5)[CH2:39]4)[CH2:8][CH2:9]3)[CH2:19][CH2:18][CH2:17][CH2:16][CH2:15][CH2:14]2)[CH:25]=[CH:24][CH:23]=[CH:22][CH:21]=1. Procedure details: A mixture of 2-chloro-1-[1-(1-phenylcycloheptyl)-4-piperidinyl]-1H-benzimidazole (0.12 g, 0.294 mmol), 8-t-butoxycarbonyl-3,8-diazabicyclo[3.2.1]octane (0.12 g, 0.565 mmol,: D.Barlocco et al, J. Med. Chem. 1998, 41, 674), and methanol (1.5 ml) was stirred in a sealed tube at 120° C. for 4 days. After cooling down to room temperature, the reaction mixture was concentrated and purified by preparative TLC (1 mm plate×2, developed by CH2Cl2/MeOH: 10/1) to give 0.1269 g (74%) of an oil.